From a dataset of the Open Reaction Database (ORD), a public repository of structured organic reaction records. describe an organic reaction: reactants, conditions, products, and yield Reactants: ClC1=CC(=C(C(=O)OC)C=C1Cl)CO (Methyl 4,5-dichloro-2-(hydroxy-methyl)benzoate), C1(=CC=CC=C1)P(C1=CC=CC=C1)C1=CC=CC=C1 (triphenylphosphine), C(Br)(Br)(Br)Br (carbon tetrabromide). Solvent: C(Cl)Cl (CH2Cl2). Conditions: time 16 hour. Yields the product BrCCC1=C(C(=O)OC)C=C(C(=C1)Cl)Cl (Methyl 2-(bromoethyl)-4,5-dichlorobenzoate). Yield: 47.6%. Reaction SMILES: [Cl:1][C:2]1[C:11]([Cl:12])=[CH:10][C:5]([C:6]([O:8][CH3:9])=[O:7])=[C:4]([CH2:13]O)[CH:3]=1.C1(P(C2C=CC=CC=2)C2C=CC=CC=2)C=CC=CC=1.[C:34](Br)(Br)(Br)[Br:35]>C(Cl)Cl>[Br:35][CH2:34][CH2:13][C:4]1[CH:3]=[C:2]([Cl:1])[C:11]([Cl:12])=[CH:10][C:5]=1[C:6]([O:8][CH3:9])=[O:7]. Procedure: To a solution of 169 mg (0.72 mmol) of the product of Step B in 3 mL of CH2Cl2 at 0° C. was added 283 mg (1.08 mmol, 1.5 eq) of triphenylphosphine and 360 mg (1.08 mmol, 1.5 eq) of carbon tetrabromide. The mixture was stirred for 16 hours and quenched with methanol. The reaction was concentrated in vacuo and the resultant oil was flash chromatographed with 2:1 hexane/ethyl acetate to afford the titled compound (107 mg, 50%) as a brownish orange oil. The reactants are OCc1ccc(Cl)c(Cl)c1, N#Cc1ccc(O)cc1F, CCOC(=O)N=NC(=O)OCC, C1CCOC1, c1ccc(P(c2ccccc2)c2ccccc2)cc1, Cc1ccccc1. The product is N#Cc1ccc(OCc2ccc(Cl)c(Cl)c2)cc1F. RXN SMILES: [Cl:11][c:12]1[cH:13][c:14]([CH2:15][OH:16])[cH:17][cH:18][c:19]1[Cl:20].[F:1][c:2]1[c:3]([C:4]#[N:5])[cH:6][cH:7][c:8]([OH:10])[cH:9]1.[N:47]([C:48]([O:49][CH2:50][CH3:51])=[O:52])=[N:53][C:54]([O:55][CH2:56][CH3:57])=[O:58].[O:59]1[CH2:60][CH2:61][CH2:62][CH2:63]1.[c:21]1([P:22]([c:23]2[cH:24][cH:25][cH:26][cH:27][cH:28]2)[c:29]2[cH:30][cH:31][cH:32][cH:33][cH:34]2)[cH:35][cH:36][cH:37][cH:38][cH:39]1.[c:40]1([CH3:41])[cH:42][cH:43][cH:44][cH:45][cH:46]1>>[F:1][c:2]1[c:3]([C:4]#[N:5])[cH:6][cH:7][c:8]([O:10][CH2:15][c:14]2[cH:13][c:12]([Cl:11])[c:19]([Cl:20])[cH:18][cH:17]2)[cH:9]1. The reactants are C1(CCCC1)OC=1C=C(C=CC1OC)[C@H](CC1=CC=NC=C1)C1=CC=CC=C1 ((R)-(+)-4-[2-(3-cyclopentyloxy-4-methoxyphenyl)-2-phenylethyl]pyridine), N1=CC=CC=C1 (pyridine), N1=CC=CC=C1 (pyridine), ( 14 ), ( 25 ), II (iodine), CCOC(=O)C (EtOAc), N1=CC=CC=C1 (pyridine). Reagents/catalysts: [O-]S(=O)(=O)C(F)(F)F.[Ag+] (silver triflate). Run in C(Cl)(Cl)Cl (CHCl3). The product is C1(CCCC1)OC=1C=C(C(=CC1OC)I)[C@H](CC1=CC=NC=C1)C1=CC=CC=C1 ((R)-4-[2-(3-Cyclopentyloxy-6-iodo-4-methoxyphenyl)-2-phenylethyl]pyridine). Reaction SMILES: [CH:1]1([O:6][C:7]2[CH:8]=[C:9]([C@@H:15]([C:23]3[CH:28]=[CH:27][CH:26]=[CH:25][CH:24]=3)[CH2:16][C:17]3[CH:22]=[CH:21][N:20]=[CH:19][CH:18]=3)[CH:10]=[CH:11][C:12]=2[O:13][CH3:14])[CH2:5][CH2:4][CH2:3][CH2:2]1.[I:29]I.CCOC(C)=O.N1C=CC=CC=1>C(Cl)(Cl)Cl.[O-]S(C(F)(F)F)(=O)=O.[Ag+]>[CH:1]1([O:6][C:7]2[CH:8]=[C:9]([C@@H:15]([C:23]3[CH:24]=[CH:25][CH:26]=[CH:27][CH:28]=3)[CH2:16][C:17]3[CH:22]=[CH:21][N:20]=[CH:19][CH:18]=3)[C:10]([I:29])=[CH:11][C:12]=2[O:13][CH3:14])[CH2:5][CH2:4][CH2:3][CH2:2]1 |f:5.6|. Procedure: From (R)-(+)-4-[2-(3-cyclopentyloxy-4-methoxyphenyl)-2-phenylethyl]pyridine (made as described in International Patent Specification No. WO 94/14742) (1.82 g, 4.88 mmol) in CHCl3 (50 ml)m, silver triflate (1.26 g, 4.88 mmol) and iodine (1.24 g, 4.88 mmol). Chromatography (SiO2;EtOAc) afforded the title comgound (2.2 g) as a colourless gum. (Found C, 59.23; H, 5.32; N, 2.67. C23H26NO2I requires C, 60.13; H, 5.25; N, 2.81) δH (CDCl3) 1.5-1.9 (8H, m,CH2)4), 3.25 (1H, d, J 5 Hz, CH2pyridine), 3.27 (... The reactants are O1C(=CC=C1)C1CC2=C(C(=CO2)C(F)(F)F)C(C1)=O (6-(2-furyl)-3-trifluoromethyl-4,5,6,7-tetrahydrobenzofuran-4-one), C(=N)(N)NN.Cl (aminoguanidine hydrochloride), Cl (hydrochloric acid). Run in C(C)O (ethanol). Conditions: temperature 90 celsius, time 4 hour. The product is Cl.O1C(=CC=C1)C1CC2=C(C(=CO2)C(F)(F)F)/C(/C1)=N/NC(=N)N ((E)-6-(2-furyl)-4-guanidinoimino-3-trifluoromethyl-4,5,6,7-tetrahydrobenzofuran hydrochloride). Yield: 40.6%. As a reaction SMILES: [O:1]1[CH:5]=[CH:4][CH:3]=[C:2]1[CH:6]1[CH2:18][C:17](=O)[C:9]2[C:10]([C:13]([F:16])([F:15])[F:14])=[CH:11][O:12][C:8]=2[CH2:7]1.[C:20]([NH:23][NH2:24])([NH2:22])=[NH:21].[ClH:25].Cl>C(O)C>[ClH:25].[O:1]1[CH:5]=[CH:4][CH:3]=[C:2]1[CH:6]1[CH2:18]/[C:17](=[N:24]\[NH:23][C:20]([NH2:22])=[NH:21])/[C:9]2[C:10]([C:13]([F:16])([F:15])[F:14])=[CH:11][O:12][C:8]=2[CH2:7]1 |f:1.2,5.6|. Procedure: To a mixture of 6-(2-furyl)-3-trifluoromethyl-4,5,6,7-tetrahydrobenzofuran-4-one (0.22 g) and aminoguanidine hydrochloride (90 mg) were ethanol (16 ml) and 6N hydrochloric acid (0.070 ml), and the mixture was stirred at 90° C. for 4 hours and cooled. The reaction solution was concentrated under reduced pressure, and the residue was washed with ethanol, ethyl acetate and isopropylether, and dried to give (E)-6-(2-furyl)-4-guanidinoimino-3-trifluoromethyl-4,5,6,7-tetrahydrobenzofuran hydrochloride... Starting materials: above compound, CC1(CNC(C2=CC(=C(C=C12)[N+](=O)[O-])N)=O)C (4,4-dimethyl-6-nitro-7-amino-1,2,3,4-tetrahydroisoquinolin-1-one), S(O)(O)(=O)=O (sulphuric acid), S(O)(O)(=O)=O (sulphuric acid). The solvent is [N+](=O)(O)[O-] (nitric acid). Reaction conditions: temperature 25 celsius, time 3 hour. The product is CC1(CNC(C=2C=C3C(=CC12)NC(=N3)C3=CC=NC=C3)=O)C (8,8-Dimethyl-2-(4-pyridyl)-5,6,7,8-tetrahydro-1H-imidazo[4,5-g]isoquinolin-5-one). RXN SMILES: S(=O)(=O)(O)O.[CH3:6][C:7]1([CH3:22])[C:16]2[C:11](=[CH:12][C:13]([NH2:20])=[C:14]([N+:17]([O-])=O)[CH:15]=2)[C:10](=[O:21])[NH:9][CH2:8]1>[N+]([O-])(O)=O>[CH3:6][C:7]1([CH3:22])[C:16]2[CH:15]=[C:14]3[NH:17][C:15]([C:16]4[CH:11]=[CH:10][N:9]=[CH:8][CH:7]=4)=[N:20][C:13]3=[CH:12][C:11]=2[C:10](=[O:21])[NH:9][CH2:8]1. Procedure details: 45 g. (186 mmole) of the above compound were nitrated in 300 ml. concentrated sulphuric acid at 0° C. by dropping in nitration acid (8.5 ml. 96% nitric acid +30 ml. concentrated sulphuric acid). After completion of the addition, the reaction mixture was further stirred for 3 hours at 25° C., poured on to ice, filtered off with suction and recrystallized from 400 ml. glacial acetic acid. The crystallizate contained the false isomer (24 g.). The filtrate was evaporated and the residue boiled with ... Reaction SMILES: [C:1]([CH2:3][C:4]([O:6]CC)=O)#[N:2].[CH3:9][C:10]1[CH:17]=[CH:16][C:13]([CH2:14][NH2:15])=[CH:12][CH:11]=1>COCCO>[CH3:9][C:10]1[CH:17]=[CH:16][C:13]([CH2:14][NH:15][C:4](=[O:6])[CH2:3][C:1]#[N:2])=[CH:12][CH:11]=1. The product is CC1=CC=C(CNC(CC#N)=O)C=C1 (N-(4-methylbenzyl)-2-cyanoacetamide). The solvent is COCCO (2-methoxyethanol). Reported procedure: A solution of 93 g. (0.825 mole) of ethyl cyanoacetate and 100 g. (0.825 mole) of 4-methylbenzylamine in 150 ml. of 2-methoxyethanol is refluxed for 2 hr. After cooling the solid product is isolated by vacuum filtration, washed with pentane and dried to give 90 g. (57.6%) of amide as a white solid: m.p. 124°-6° C.; ν 3220 (NH), 2230 (CN), and 1630 cm.-1 (C=O) δ 8.77 broad, 1H, NH); 7.17 (s, 4H, phenyl protons), 4.28 (d, 2H, benzyl methylene), 3.67 (s, 2H, CH2CO), and 2.28 (s, 3H, CH3). Starting materials: C(#N)CC(=O)OCC (ethyl cyanoacetate), CC1=CC=C(CN)C=C1 (4-methylbenzylamine), amide. Starting materials: OCC=1C(=C(N)C(=C(C1I)C(=O)NCC(CO)O)I)I (3-Hydroxymethyl-5-(2,3-dihydroxypropylaminocarbonyl)-2,4,6-triiodoaniline), C(Cl)Cl (CH2Cl2). The solvent is C(C)(=O)OC(C)=O (acetic anhydride), N1=CC=CC=C1 (pyridine). Conditions: time 24 hour. The product is C(C)(=O)OCC=1C(=C(N)C(=C(C1I)C(=O)NCC(COC(C)=O)OC(C)=O)I)I (3-Acetoxymethyl-5-(2,3-diacetoxypropylaminocarbonyl)-2,4,6-triiodoaniline). RXN SMILES: [OH:1][CH2:2][C:3]1[C:4]([I:20])=[C:5]([C:7]([I:19])=[C:8]([C:11]([NH:13][CH2:14][CH:15]([OH:18])[CH2:16][OH:17])=[O:12])[C:9]=1[I:10])[NH2:6].C(Cl)Cl>C(OC(=O)C)(=O)C.N1C=CC=CC=1>[C:2]([O:1][CH2:2][C:3]1[C:4]([I:20])=[C:5]([C:7]([I:19])=[C:8]([C:11]([NH:13][CH2:14][CH:15]([O:18][C:16](=[O:17])[CH3:15])[CH2:16][O:17][C:11](=[O:12])[CH3:8])=[O:12])[C:9]=1[I:10])[NH2:6])(=[O:1])[CH3:3]. Procedure details: 3-Hydroxymethyl-5-(2,3-dihydroxypropylaminocarbonyl)-2,4,6-triiodoaniline (1.89 g, 3.06 mmol) prepared according to Example 3d, was dissolved in a mixture of acetic anhydride (5 ml) and pyridine (5 ml). The mixture was stirred at room temperature for 24 h, CH2Cl2 (100 ml) was added and the solution was washed with water (3×25 ml), with a saturated aqueous solution of NaHCO3, dried (Na2SO4) and evaporated. The product was purified by flash chromatography on silica-gel using a mixture of CH2Cl2 an...